This data is from the Open Reaction Database (ORD), a public repository of structured organic reaction records. The task is: describe an organic reaction: reactants, conditions, products, and yield The reactants are CCCO, CCOC(=O)C(C)Oc1ccc(N(C)c2nnc3cc(Cl)ccc3n2)cc1, O, O=S(=O)(O)O. Product: CCCOC(=O)C(C)Oc1ccc(N(C)c2nnc3cc(Cl)ccc3n2)cc1. RXN SMILES: [CH2:28]([OH:29])[CH2:30][CH3:31].[CH3:1][N:2]([c:3]1[n:4][n:5][c:6]2[c:7]([n:8]1)[cH:9][cH:10][c:11]([Cl:13])[cH:12]2)[c:14]1[cH:15][cH:16][c:17]([O:18][CH:19]([C:20](=[O:21])[O:22][CH2:23][CH3:24])[CH3:25])[cH:26][cH:27]1.[OH2:37].[S:32](=[O:33])(=[O:34])([OH:35])[OH:36]>>[CH3:1][N:2]([c:3]1[n:4][n:5][c:6]2[c:7]([n:8]1)[cH:9][cH:10][c:11]([Cl:13])[cH:12]2)[c:14]1[cH:15][cH:16][c:17]([O:18][CH:19]([C:20](=[O:21])[O:22][CH2:23][CH2:24][CH3:28])[CH3:25])[cH:26][cH:27]1. The reactants are C(C)OC(C1=C(C=C(C=C1)C1N=CC(C1)(C(F)(F)F)C1=CC(=CC(=C1)Cl)Cl)C)=O (4-[4-(3,5-dichloro-phenyl)-4-trifluoromethyl-3,4-dihydro-2H-pyrrol-2-yl]-2-methyl-benzoic acid ethyl ester), [OH-].[Na+] (sodium hydroxide), Cl (hydrochloric acid), C(C)(=O)OCC (ethyl acetate). Solvent: C(C)O (ethanol), O (water), O (water). Product: ClC=1C=C(C=C(C1)Cl)C1(CC(N=C1)C1=CC(=C(C(=O)O)C=C1)C)C(F)(F)F (4-[4-(3,5-dichloro-phenyl)-4-trifluoromethyl-3,4-dihydro-2H-pyrrol-2-yl]-2-methyl-benzoic acid). The yield is 77.0%. As a reaction SMILES: C([O:3][C:4](=[O:29])[C:5]1[CH:10]=[CH:9][C:8]([CH:11]2[CH2:15][C:14]([C:20]3[CH:25]=[C:24]([Cl:26])[CH:23]=[C:22]([Cl:27])[CH:21]=3)([C:16]([F:19])([F:18])[F:17])[CH:13]=[N:12]2)=[CH:7][C:6]=1[CH3:28])C.[OH-].[Na+].Cl.C(OCC)(=O)C>C(O)C.O>[Cl:26][C:24]1[CH:25]=[C:20]([C:14]2([C:16]([F:18])([F:19])[F:17])[CH:13]=[N:12][CH:11]([C:8]3[CH:9]=[CH:10][C:5]([C:4]([OH:29])=[O:3])=[C:6]([CH3:28])[CH:7]=3)[CH2:15]2)[CH:21]=[C:22]([Cl:27])[CH:23]=1 |f:1.2|. Procedure: To a solution of 4-[4-(3,5-dichloro-phenyl)-4-trifluoromethyl-3,4-dihydro-2H-pyrrol-2-yl]-2-methyl-benzoic acid ethyl ester (Example 10.5) (2.8 g) in ethanol (40 ml) was added a solution of sodium hydroxide (0.51 g) in water (15 ml). The reaction mixture was stirred at reflux for 1 hour. After cooling to ambient temperature aqueous hydrochloric acid (1M) (20 ml), water (150 ml) and ethyl acetate (200 ml) was added. The phases were separated and the organic phase was washed with brine, dried over... Reactants: COC(=O)C1C(=O)C2CC3CC(OC(=O)c4c[nH]c5ccccc45)CC(C2)N31, CCOC(C)=O, CO, CN(C)C=O, [Cl-], [Li+]. The product is O=C(OC1CC2CC3CC(C1)N2CC3=O)c1c[nH]c2ccccc12. As a reaction SMILES: [CH3:1][O:2][C:3](=[O:4])[CH:5]1[N:6]2[CH:7]3[CH2:8][CH:9]([O:17][C:18](=[O:19])[c:20]4[cH:21][nH:22][c:23]5[cH:24][cH:25][cH:26][cH:27][c:28]45)[CH2:10][CH:11]2[CH2:12][CH:13]([C:14]1=[O:15])[CH2:16]3.[CH3:31][CH2:32][O:33][C:34]([CH3:35])=[O:36].[CH3:37][OH:38].[CH3:39][N:40]([CH3:41])[CH:42]=[O:43].[Cl-:29].[Li+:30]>>[CH2:5]1[N:6]2[CH:7]3[CH2:8][CH:9]([O:17][C:18](=[O:19])[c:20]4[cH:21][nH:22][c:23]5[cH:24][cH:25][cH:26][cH:27][c:28]45)[CH2:10][CH:11]2[CH2:12][CH:13]([C:14]1=[O:15])[CH2:16]3. The reactants are OC1=CC(OC2=CC=CC=C12)=O (4-hydroxycoumarin), CN(C)C=O.COS(=O)(=O)OC (DMF dimethylsulfate), C(C)N(C(C)C)C(C)C (ethyldiisopropylamine). Solvent: C(Cl)Cl (CH2Cl2). Product: CN(C)C=C1C(C2C(OC1=O)=CC=CC2)=O (3-(Dimethylaminomethylene)-dihydrobenzo[b]pyran-2,4-dione). The yield is 44.5%. Reaction SMILES: [OH:1][C:2]1[C:11]2[C:6](=[CH:7][CH:8]=[CH:9][CH:10]=2)[O:5][C:4](=[O:12])[CH:3]=1.[CH3:13][N:14]([CH:16]=O)[CH3:15].COS(OC)(=O)=O.C(N(C(C)C)C(C)C)C>C(Cl)Cl>[CH3:13][N:14]([CH:16]=[C:3]1[C:4](=[O:12])[O:5][C:6]2=[CH:7][CH:8]=[CH:9][CH2:10][CH:11]2[C:2]1=[O:1])[CH3:15] |f:1.2|. Reported procedure: This compound was prepared by the method of example 2, by stirring 4-hydroxycoumarin (5.0 g) and DMF-dimethylsulfate (10.0 g) with ethyldiisopropylamine (10 mL) in CH2Cl2 (100 mL) for 0.5 hour. Product was crystallized from ether-CH2Cl2 to obtain 3.01 g of tan crystals, mp 135°-140° with decomposition. Starting materials: C(CCC(=O)OCC)(=O)OCC (Diethyl succinate), CC1=C(CC#N)C=CC=C1 (2-methylbenzyl cyanide), [Na] (sodium). Run in CO (methanol). Conditions: time 16 hour. Yields the product C(#N)C(C(CCC(=O)OCC)=O)C1=C(C=CC=C1)C (ethyl 5-cyano-4-oxo-5-(2-methylphenyl)pentanoate). Reaction SMILES: [C:1]([O:10][CH2:11][CH3:12])(=[O:9])[CH2:2][CH2:3][C:4]([O:6]CC)=O.[CH3:13][C:14]1[CH:22]=[CH:21][CH:20]=[CH:19][C:15]=1[CH2:16][C:17]#[N:18].[Na]>CO>[C:17]([CH:16]([C:15]1[CH:19]=[CH:20][CH:21]=[CH:22][C:14]=1[CH3:13])[C:4](=[O:6])[CH2:3][CH2:2][C:1]([O:10][CH2:11][CH3:12])=[O:9])#[N:18] |^1:22|. Reported procedure: Diethyl succinate (510 g.) and 2-methylbenzyl cyanide [prepared according to the method of Meisenheimer et al, Ann. 468, 217 (1929); 155 g.] were added to a solution of sodium (42 g.) in dry methanol (585 ml.) at ambient temperature. The mixture was heated under reflux, with stirring, for 16 hours and excess methanol was then removed by distillation under reduced pressure. The residue was dissolved in a mixture of toluene (500 ml.) and water (2000 ml.). The aqueous layer was separated, acidified... Starting materials: C(CCC)N=C=O (butyl isocyanate), diamine, [N-]=C=O (isocyanate), NC1=C2C(=NCN1C1=CC(=CC=C1)N)OC=C2 (4-Amino-3-(3-aminophenyl)furo[2,3-d]pyrimidine). Product: NC1=C2C(=NCN1C1=CC(=CC=C1)NC(=O)NCCCC)OC=C2 (4-Amino-3-(3-((butyl)aminocarbonylamino)phenyl)furo[2,3-d]pyrimidine). RXN SMILES: [CH2:1]([N:5]=[C:6]=[O:7])[CH2:2][CH2:3][CH3:4].[N-]=C=O.[NH2:11][C:12]1[N:17]([C:18]2[CH:23]=[CH:22][CH:21]=[C:20]([NH2:24])[CH:19]=2)[CH2:16][N:15]=[C:14]2[O:25][CH:26]=[CH:27][C:13]=12>>[NH2:11][C:12]1[N:17]([C:18]2[CH:23]=[CH:22][CH:21]=[C:20]([NH:24][C:6]([NH:5][CH2:1][CH2:2][CH2:3][CH3:4])=[O:7])[CH:19]=2)[CH2:16][N:15]=[C:14]2[O:25][CH:26]=[CH:27][C:13]=12. Procedure details: The compound was prepared following the procedure described in Example 232(b), using butyl isocyanate as the isocyanate of choice, and 4-Amino-3-(3-aminophenyl)furo[2,3-d]pyrimidine (10) as the diamine of choice. MS(ES) m/e 326 [M+H]+.